This data is from the Open Reaction Database (ORD), a public repository of structured organic reaction records. The task is: describe an organic reaction: reactants, conditions, products, and yield Starting materials: C(C)(C)(C)OC(NC1CN(CC1)C1=CC(=CC=C1)C(OC1CCN(CC1)C)C=1SC2=C(N1)C=CC=C2)=O ((1-{3-[benzothiazol-2-yl-(1-methylpiperidin-4-yloxy)methyl]phenyl}pyrrolidin-3-yl)carbamic acid tert-butyl ester). Solvent: ClCCl (dichloromethane), FC(C(=O)O)(F)F (trifluoroacetic acid). Yields the product S1C(=NC2=C1C=CC=C2)C(C=2C=C(C=CC2)N2CC(CC2)N)OC2CCN(CC2)C (1-{3-[benzothiazol-2-yl(1-methylpiperidin-4-yloxy)methyl]phenyl}pyrrolidin-3-ylamine), dioxalate. RXN SMILES: C(OC(=O)[NH:7][CH:8]1[CH2:12][CH2:11][N:10]([C:13]2[CH:18]=[CH:17][CH:16]=[C:15]([CH:19]([C:28]3[S:29][C:30]4[CH:36]=[CH:35][CH:34]=[CH:33][C:31]=4[N:32]=3)[O:20][CH:21]3[CH2:26][CH2:25][N:24]([CH3:27])[CH2:23][CH2:22]3)[CH:14]=2)[CH2:9]1)(C)(C)C>ClCCl.FC(F)(F)C(O)=O>[S:29]1[C:30]2[CH:36]=[CH:35][CH:34]=[CH:33][C:31]=2[N:32]=[C:28]1[CH:19]([O:20][CH:21]1[CH2:22][CH2:23][N:24]([CH3:27])[CH2:25][CH2:26]1)[C:15]1[CH:14]=[C:13]([N:10]2[CH2:11][CH2:12][CH:8]([NH2:7])[CH2:9]2)[CH:18]=[CH:17][CH:16]=1. Procedure: A solution of crude (1-{3-[benzothiazol-2-yl-(1-methylpiperidin-4-yloxy)methyl]phenyl}pyrrolidin-3-yl)carbamic acid tert-butyl ester (289 mg) in dichloromethane (3 mL) and trifluoroacetic acid (2.5 mL) is stirred at room temperature for one night. The mixture is concentrated under reduced pressure, diluted with ethyl acetate, washed with aqueous 1N sodium hydroxide, dried over magnesium sulfate and concentrated under reduced pressure. The residue is purified by chromatography (gradient dichlorom... The reactants are FC1=C(C=C(C=C1)C1=C(C(NC1)=O)C)[N+](=O)[O-] (4-(4-fluoro-3-nitrophenyl)-1,5-dihydro-3-methyl-2H-pyrrol-2-one), N1C=NC=C1 (imidazole). Product: N1(C=NC=C1)C1=C(C=C(C=C1)C1=C(C(NC1)=O)C)[N+](=O)[O-] (1,5-Dihydro-4-[4-(1H-imidazol-1-yl)-3-nitrophenyl]-3-methyl-2H-pyrrol-2-one). RXN SMILES: F[C:2]1[CH:7]=[CH:6][C:5]([C:8]2[CH2:12][NH:11][C:10](=[O:13])[C:9]=2[CH3:14])=[CH:4][C:3]=1[N+:15]([O-:17])=[O:16].[NH:18]1[CH:22]=[CH:21][N:20]=[CH:19]1>>[N:18]1([C:2]2[CH:7]=[CH:6][C:5]([C:8]3[CH2:12][NH:11][C:10](=[O:13])[C:9]=3[CH3:14])=[CH:4][C:3]=2[N+:15]([O-:17])=[O:16])[CH:22]=[CH:21][N:20]=[CH:19]1. Procedure details: In a manner similar to that described in Preparation 10, 4-(4-fluoro-3-nitrophenyl)-1,5-dihydro-3-methyl-2H-pyrrol-2-one is reacted with imidazole to provide the title compound. Reactants: BrCc1ccccc1, O=C([O-])[O-], CN(C)C=O, Cl, [K+], [K+], O, COC(=O)c1cc(O)cc(C(=O)OC)n1. Product: COC(=O)c1cc(OCc2ccccc2)cc(C(=O)OC)n1. Reaction SMILES: [Br:23][CH2:24][c:25]1[cH:26][cH:27][cH:28][cH:29][cH:30]1.[C:17](=[O:18])([O-:19])[O-:20].[CH3:32][N:33]([CH3:34])[CH:35]=[O:36].[ClH:1].[K+:21].[K+:22].[OH2:31].[OH:2][c:3]1[cH:4][c:5]([C:13](=[O:14])[O:15][CH3:16])[n:6][c:7]([C:9](=[O:10])[O:11][CH3:12])[cH:8]1>>[O:2]([c:3]1[cH:4][c:5]([C:13](=[O:14])[O:15][CH3:16])[n:6][c:7]([C:9](=[O:10])[O:11][CH3:12])[cH:8]1)[CH2:24][c:25]1[cH:26][cH:27][cH:28][cH:29][cH:30]1. The reactants are CC(C)CNC1CCN(C(=O)OC(C)(C)C)CC1, CC(=O)O, CN(C)C=O, CCOC(C)=O, O=Cc1sc(Cl)nc1Cl, O. Yields the product CC(C)CN(Cc1sc(Cl)nc1Cl)C1CCN(C(=O)OC(C)(C)C)CC1. Reaction SMILES: [C:1]([CH3:2])([CH3:3])([CH3:4])[O:5][C:6](=[O:7])[N:8]1[CH2:9][CH2:10][CH:11]([NH:14][CH2:15][CH:16]([CH3:17])[CH3:18])[CH2:12][CH2:13]1.[CH3:28][C:29](=[O:30])[OH:31].[CH3:33][N:34]([CH3:35])[CH:36]=[O:37].[CH3:38][CH2:39][O:40][C:41](=[O:42])[CH3:43].[Cl:19][c:20]1[s:21][c:22]([CH:26]=[O:27])[c:23]([Cl:25])[n:24]1.[OH2:32]>>[C:1]([CH3:2])([CH3:3])([CH3:4])[O:5][C:6](=[O:7])[N:8]1[CH2:9][CH2:10][CH:11]([N:14]([CH2:15][CH:16]([CH3:17])[CH3:18])[CH2:26][c:22]2[s:21][c:20]([Cl:19])[n:24][c:23]2[Cl:25])[CH2:12][CH2:13]1. Reactants: ClC=1C=C(C=CC1Cl)N1N=CC(=C1C)C(=O)O (1-(3,4-dichlorophenyl)-5-methylpyrazole-4-carboxylic acid), NC=1C=CC(=C(C#N)C1)N1CCC(CC1)N1CCOCC1 (5-amino-2-(4-morpholinopiperidin-1-yl)benzonitrile). Product: ClC=1C=C(C=CC1Cl)N1N=CC(=C1C)C(=O)NC1=CC(=C(C=C1)N1CCC(CC1)N1CCOCC1)C#N (1-(3,4-Dichlorophenyl)-N-[3-cyano-4-(4-morpholinopiperidin-1-yl) phenyl]-5-methylpyrazole-4-carboxamide). Yield: 40.2%. Reaction SMILES: [Cl:1][C:2]1[CH:3]=[C:4]([N:9]2[C:13]([CH3:14])=[C:12]([C:15]([OH:17])=O)[CH:11]=[N:10]2)[CH:5]=[CH:6][C:7]=1[Cl:8].[NH2:18][C:19]1[CH:20]=[CH:21][C:22]([N:27]2[CH2:32][CH2:31][CH:30]([N:33]3[CH2:38][CH2:37][O:36][CH2:35][CH2:34]3)[CH2:29][CH2:28]2)=[C:23]([CH:26]=1)[C:24]#[N:25]>>[Cl:1][C:2]1[CH:3]=[C:4]([N:9]2[C:13]([CH3:14])=[C:12]([C:15]([NH:18][C:19]3[CH:20]=[CH:21][C:22]([N:27]4[CH2:32][CH2:31][CH:30]([N:33]5[CH2:34][CH2:35][O:36][CH2:37][CH2:38]5)[CH2:29][CH2:28]4)=[C:23]([C:24]#[N:25])[CH:26]=3)=[O:17])[CH:11]=[N:10]2)[CH:5]=[CH:6][C:7]=1[Cl:8]. Procedure: By the reaction and treatment in the same manner as in Example 64 using 1-(3,4-dichlorophenyl)-5-methylpyrazole-4-carboxylic acid (1.5 g) and 5-amino-2-(4-morpholinopiperidin-1-yl)benzonitrile (1.7 g), the title compound (1.2 g) was obtained, melting point: 242° C.